The task is: describe an organic reaction: reactants, conditions, products, and yield. This data is from the Open Reaction Database (ORD), a public repository of structured organic reaction records. Starting materials: C([O-])([O-])=O.[Ca+2] (calcium carbonate), [Cl-].[NH4+] (ammonium chloride), [Ca] (calcium), C([O-])([O-])=O.[Ca+2] (calcium carbonate), solid, C(C1=CC=CC=C1)(=O)C1=C(C=C2N1CCC2C(=O)[O-])SC.[K+] (potassium 5-benzoyl-6-methylthio-1,2-dihydro-3H-pyrrolo[1,2-a]pyrrole-1-carboxylate). Solvent: O (water), Cl (hydrochloric acid). Product: C(C1=CC=CC=C1)(=O)C1=C(C=C2N1CCC2C(=O)[O-])SC.[Ca+2].C(C2=CC=CC=C2)(=O)C2=C(C=C1N2CCC1C(=O)[O-])SC (calcium 5-benzoyl-6-methylthio-1,2-dihydro-3H-pyrrolo[1,2-a]-pyrrole-1-carboxylate). Reaction SMILES: C(=O)([O-])[O-].[Ca+2:5].[Cl-].[NH4+].[Ca].[C:9]([C:17]1[N:21]2[CH2:22][CH2:23][CH:24]([C:25]([O-:27])=[O:26])[C:20]2=[CH:19][C:18]=1[S:28][CH3:29])(=[O:16])[C:10]1[CH:15]=[CH:14][CH:13]=[CH:12][CH:11]=1.[K+]>Cl.O>[C:9]([C:17]1[N:21]2[CH2:22][CH2:23][CH:24]([C:25]([O-:27])=[O:26])[C:20]2=[CH:19][C:18]=1[S:28][CH3:29])(=[O:16])[C:10]1[CH:11]=[CH:12][CH:13]=[CH:14][CH:15]=1.[Ca+2:5].[C:9]([C:17]1[N:21]2[CH2:22][CH2:23][CH:24]([C:25]([O-:27])=[O:26])[C:20]2=[CH:19][C:18]=1[S:28][CH3:29])(=[O:16])[C:10]1[CH:11]=[CH:12][CH:13]=[CH:14][CH:15]=1 |f:0.1,2.3,5.6,9.10.11|. Procedure details: A solution of 40 mg of calcium carbonate dissolved in the minimum amount of 1N hydrochloric acid necessary to effect solution of the calcium carbonate, is buffered with 100 mg of solid ammonium chloride, followed by the further addition of 5 ml of water. The thus obtained buffered calcium solution is then added to the solution of potassium 5-benzoyl-6-methylthio-1,2-dihydro-3H-pyrrolo[1,2-a]pyrrole-1-carboxylate and the precipitate which forms is collected by filtration, washed with water and ai... The reactants are NC1=CC(=CC(=N1)C)Cl (6-amino-4-chloro-2-picoline), CNC (dimethylamine). Conditions: temperature 130 celsius. The product is CN(C1=CC(=NC(=C1)C)N)C (N4,N4,6-trimethylpyridine-2,4-diamine). As a reaction SMILES: [NH2:1][C:2]1[N:7]=[C:6]([CH3:8])[CH:5]=[C:4](Cl)[CH:3]=1.[CH3:10][NH:11][CH3:12]>>[CH3:10][N:11]([CH3:12])[C:4]1[CH:5]=[C:6]([CH3:8])[N:7]=[C:2]([NH2:1])[CH:3]=1. Procedure: To 6-amino-4-chloro-2-picoline (500 mg, 3.51 mmol) in a vial under nitrogen was added dimethylamine (40% in water, 17.5 ml, 35.0 mmol). The reaction mixture was sealed and heated at 130° C. in a microwave for 2.5 hours. The reaction mixture was cooled, concentrated under reduced pressure, and purified by silica gel chromatography (2-10% methanol/DCM with 1% ammonium hydroxide, linear gradient) to give N4,N4,6-trimethylpyridine-2,4-diamine. MS ESI calc'd. for C8H14N3 [M+H]+ 152. found 152. 1H NMR... RXN SMILES: [C:27](=[O:28])([OH:29])[O-:30].[C:3]([CH3:4])([CH3:5])([CH3:6])[O:7][C:8](=[O:9])[N:10]1[CH2:11][CH2:12][CH:13]([OH:16])[CH2:14][CH2:15]1.[CH2:32]1[O:33][CH2:34][CH2:35][CH2:36]1.[CH3:37][CH2:38][O:39][C:40](=[O:41])[CH3:42].[Cl:17][c:18]1[n:19][cH:20][c:21]([N+:24](=[O:25])[O-:26])[cH:22][cH:23]1.[H-:2].[Na+:1].[Na+:31]>>[C:3]([CH3:4])([CH3:5])([CH3:6])[O:7][C:8](=[O:9])[N:10]1[CH2:11][CH2:12][CH:13]([O:16][c:18]2[n:19][cH:20][c:21]([N+:24](=[O:25])[O-:26])[cH:22][cH:23]2)[CH2:14][CH2:15]1. The reactants are O=C([O-])O, CC(C)(C)OC(=O)N1CCC(O)CC1, C1CCOC1, CCOC(C)=O, O=[N+]([O-])c1ccc(Cl)nc1, [H-], [Na+], [Na+]. The product is CC(C)(C)OC(=O)N1CCC(Oc2ccc([N+](=O)[O-])cn2)CC1.